describe an organic reaction: reactants, conditions, products, and yield From a dataset of the Open Reaction Database (ORD), a public repository of structured organic reaction records. Reactants: mixture, E- and Z-3-methyl-5-(2,4,5-trimethyl-3,6-diacetyloxyphenyl)-3-pentenenitrile, C=C(CC#N)CCC1=C(C(=C(C(=C1OC(C)=O)C)C)OC(C)=O)C (3-methylene-5-(2,4,5-trimethyl-3,6-diacetyloxy-phenyl)pentanenitrile), [OH-].[K+] (KOH), C(CO)O (ethylene glycol), Cl (HCl). Run in O (water), O (water). Product: OC=1C(=C(C2=C(CCC(O2)(C)CC(=O)O)C1C)C)C (rac.-(6-hydroxy-3,4-dihydro-2,5,7,8-tetramethyl-2H-1-benzopyran-2-yl)acetic acid). Isolated yield 84.0%. Reaction SMILES: C=C([CH2:6][CH2:7][C:8]1[C:13]([O:14][C:15](=O)[CH3:16])=[C:12]([CH3:18])[C:11]([CH3:19])=[C:10]([O:20]C(=O)C)[C:9]=1[CH3:24])CC#N.[OH-:25].[K+].[CH2:27]([OH:30])[CH2:28]O.Cl>O>[OH:20][C:10]1[C:11]([CH3:19])=[C:12]([CH3:18])[C:13]2[O:14][C:15]([CH2:28][C:27]([OH:30])=[O:25])([CH3:16])[CH2:6][CH2:7][C:8]=2[C:9]=1[CH3:24] |f:1.2|. Procedure: A mixture of 623 mg (1.89 mmoles) of the mixture of E- and Z-3-methyl-5-(2,4,5-trimethyl-3,6-diacetyloxyphenyl)-3-pentenenitrile and 3-methylene-5-(2,4,5-trimethyl-3,6-diacetyloxy-phenyl)pentanenitrile, 498 mg (7.70 mmoles) of 85% KOH, 5 ml of ethylene glycol and 0.5 ml of water was stirred and refluxed for 36 hr. The reaction mixture was cooled to room temperature, then poured into water. The pH of the solution was adjusted to 8 with 1 N aqueous HCl and the resulting mixture was extracted with ... Reactants: CCCCOCC1CO1, CN(C)C=O, c1cc(-c2nc(N3CCOCC3)c3sc(CN4CCNCC4)cc3n2)c2cc[nH]c2c1. The product is CCCCOCC(O)CN1CCN(Cc2cc3nc(-c4cccc5[nH]ccc45)nc(N4CCOCC4)c3s2)CC1. As a reaction SMILES: [CH2:32]([CH:33]1[CH2:34][O:35]1)[O:36][CH2:37][CH2:38][CH2:39][CH3:40].[CH3:41][N:42]([CH3:43])[CH:44]=[O:45].[nH:1]1[cH:2][cH:3][c:4]2[c:5](-[c:10]3[n:11][c:12]([N:26]4[CH2:27][CH2:28][O:29][CH2:30][CH2:31]4)[c:13]4[c:14]([n:15]3)[cH:16][c:17]([CH2:19][N:20]3[CH2:21][CH2:22][NH:23][CH2:24][CH2:25]3)[s:18]4)[cH:6][cH:7][cH:8][c:9]12>>[nH:1]1[cH:2][cH:3][c:4]2[c:5](-[c:10]3[n:11][c:12]([N:26]4[CH2:27][CH2:28][O:29][CH2:30][CH2:31]4)[c:13]4[c:14]([n:15]3)[cH:16][c:17]([CH2:19][N:20]3[CH2:21][CH2:22][N:23]([CH2:34][CH:33]([CH2:32][O:36][CH2:37][CH2:38][CH2:39][CH3:40])[OH:35])[CH2:24][CH2:25]3)[s:18]4)[cH:6][cH:7][cH:8][c:9]12. Starting materials: liquid, BrBr (bromine), S(=O)(=O)([O-])S(=O)(=O)[O-] (metabisulphate), ClCCl (dichloromethane), ClC1=CC(=NC(=N1)NC1=CC=C(C=C1)C#N)NC(C1=CC=CC=C1)=O (N-[6-chloro-2-(4-cyanophenylamino)pyrimidin-4-yl]benzamide). The solvent is C(C)(=O)O (acetic acid), O (water). Conditions: time 11 hour. The product is BrC=1C(=NC(=NC1Cl)NC1=CC=C(C=C1)C#N)NC(C1=CC=CC=C1)=O (N-[5-bromo-6-chloro-2-(4-cyanophenylamino)-pyrimidin-4-yl]-benzamide). RXN SMILES: ClCCl.[Cl:4][C:5]1[N:10]=[C:9]([NH:11][C:12]2[CH:17]=[CH:16][C:15]([C:18]#[N:19])=[CH:14][CH:13]=2)[N:8]=[C:7]([NH:20][C:21](=[O:28])[C:22]2[CH:27]=[CH:26][CH:25]=[CH:24][CH:23]=2)[CH:6]=1.[Br:29]Br.S(S([O-])(=O)=O)([O-])(=O)=O>O.C(O)(=O)C>[Br:29][C:6]1[C:7]([NH:20][C:21](=[O:28])[C:22]2[CH:23]=[CH:24][CH:25]=[CH:26][CH:27]=2)=[N:8][C:9]([NH:11][C:12]2[CH:13]=[CH:14][C:15]([C:18]#[N:19])=[CH:16][CH:17]=2)=[N:10][C:5]=1[Cl:4]. Reported procedure: 1500 ml of dichloromethane and 150 g of N-[6-chloro-2-(4-cyanophenylamino)pyrimidin-4-yl]benzamide were added to a reaction vessel and to this was added 750 ml of acetic acid and 44.2 mL of liquid bromine solution at 27±3° C. and stirred for 11 hrs. After completion of the reaction, to the reaction mixture was added 375 ml of water under stirring and maintained for 45 mins. To the reaction mixture was further added metabisulphate solution (60 g in 375 ml of water) and stirred further for 30 mins... Reactants: CC1(OC2=CC=C(C=C2C(=C1)OS(=O)(=O)C(F)(F)F)C#CC1=CC=C(C(=O)OCC)C=C1)C (ethyl 4-(2,2-dimethyl-4-trifluoromethanesulfonyloxy-(2H)-chromen-6-ylethynyl)-benzoate), CC1=CC=C(C=C1)Br (4-methylbromobenzene), C(C)(C)(C)[Li] (tert-butyllithium), solution, CC1(OC2=CC=C(C=C2C(=C1)OS(=O)(=O)C(F)(F)F)C#CC1=CC=C(C(=O)OCC)C=C1)C (ethyl 4-(2,2-dimethyl-4-trifluoromethanesulfonyloxy-(2H)-chromen-6-ylethynyl)-benzoate). The reagents and catalysts are C=1C=CC(=CC1)[P](C=2C=CC=CC2)(C=3C=CC=CC3)[Pd]([P](C=4C=CC=CC4)(C=5C=CC=CC5)C=6C=CC=CC6)([P](C=7C=CC=CC7)(C=8C=CC=CC8)C=9C=CC=CC9)[P](C=1C=CC=CC1)(C=1C=CC=CC1)C=1C=CC=CC1 (tetrakis(triphenylphosphine)palladium(0)), [Cl-].[Cl-].[Zn+2] (ZnCl2). The solvent is C1CCOC1 (THF), C1CCOC1 (THF), CCCCC (pentane), C1CCOC1 (THF). The product is CC1=CC=C(C=C1)C1=CC(OC2=CC=C(C=C12)C#CC1=CC=C(C(=O)OCC)C=C1)(C)C (Ethyl 4-[[4-(4-methylphenyl)-2,2-dimethyl-(2H)-chromen-6-yl]-ethynyl]-benzoate), EtOAc hexanes. Yield: 2.5%. Reaction SMILES: [CH3:1][C:2]1[CH:7]=[CH:6][C:5](Br)=[CH:4][CH:3]=1.C([Li])(C)(C)C.[CH3:14][C:15]1([CH3:46])[CH:24]=[C:23](OS(C(F)(F)F)(=O)=O)[C:22]2[C:17](=[CH:18][CH:19]=[C:20]([C:33]#[C:34][C:35]3[CH:45]=[CH:44][C:38]([C:39]([O:41][CH2:42][CH3:43])=[O:40])=[CH:37][CH:36]=3)[CH:21]=2)[O:16]1>C1COCC1.CCCCC.[Cl-].[Cl-].[Zn+2].C1C=CC([P]([Pd]([P](C2C=CC=CC=2)(C2C=CC=CC=2)C2C=CC=CC=2)([P](C2C=CC=CC=2)(C2C=CC=CC=2)C2C=CC=CC=2)[P](C2C=CC=CC=2)(C2C=CC=CC=2)C2C=CC=CC=2)(C2C=CC=CC=2)C2C=CC=CC=2)=CC=1>[CH3:1][C:2]1[CH:7]=[CH:6][C:5]([C:23]2[C:22]3[C:17](=[CH:18][CH:19]=[C:20]([C:33]#[C:34][C:35]4[CH:45]=[CH:44][C:38]([C:39]([O:41][CH2:42][CH3:43])=[O:40])=[CH:37][CH:36]=4)[CH:21]=3)[O:16][C:15]([CH3:14])([CH3:46])[CH:24]=2)=[CH:4][CH:3]=1 |f:5.6.7,^1:63,65,84,103|. Procedure details: A solution of 4-methylbromobenzene (237.0 mg, 1.38 mmol) in 3.0 mL of THF was cooled to -78° C. and tert-butyllithium (177.5 mg, 2.77 mmol, 1.6 ml of a 1.7M solution in pentane) was added to give a yellow solution. After 30 minutes a solution of ZnCl2 (377.0 mg, 2.77 mmol) in 5.0 mL THF was slowly added via cannula. The resulting solution was warmed to room temperature and transferred via cannula to a solution of ethyl 4-(2,2-dimethyl-4-trifluoromethanesulfonyloxy-(2H)-chromen-6-ylethynyl)-benzo... The reactants are O=C[C@H](O)[C@@H](O)[C@H](O)[C@H](O)CO (D-glucose), CO (methanol), N[C@@H](CCC(=O)O)C(=O)O (L-(+)-glutamic acid), 85. Reagents/catalysts: [Ni] (Raney nickel), [Pd] (palladium). The solvent is O (water). The product is OC(CN[C@@H](CCC(=O)O)C(=O)O)C(C(C(CO)O)O)O (N-(2,3,4,5,6-pentahydroxy-hexyl)-L-(+)-glutamic acid). As a reaction SMILES: O=[CH:2][C@@H:3]([C@H:5]([C@@H:7]([C@@H:9]([CH2:11][OH:12])[OH:10])[OH:8])[OH:6])[OH:4].[NH2:13][C@H:14]([C:20]([OH:22])=[O:21])[CH2:15][CH2:16][C:17]([OH:19])=[O:18].CO>[Ni].[Pd].O>[OH:4][CH:3]([CH:5]([OH:6])[CH:7]([OH:8])[CH:9]([OH:10])[CH2:11][OH:12])[CH2:2][NH:13][C@H:14]([C:20]([OH:22])=[O:21])[CH2:15][CH2:16][C:17]([OH:19])=[O:18]. Procedure details: The product was made from D-glucose and L-(+)-glutamic acid using Raney nickel or palladium/activated carbon (10%) as a catalyst. The product had a melting point of 94° C. and an RF -value of 0.61 (determined on DC-finished plates of silica gel G (Merck) with a transporting fluid made up of 85 parts by volume of methanol and 15 parts by volume of water). Starting materials: O=C1CCC(=O)N1Br, O=C(OOC(=O)c1ccccc1)c1ccccc1, ClC(Cl)(Cl)Cl, COC(=O)c1cnnc2c(C)cccc12, [W]. The product is COC(=O)c1cnnc2c(CCl)cccc12. Reaction SMILES: [Br:34][N:35]1[C:36](=[O:37])[CH2:38][CH2:39][C:40]1=[O:41].[C:16]([O:17][O:18][C:19](=[O:20])[c:21]1[cH:22][cH:23][cH:24][cH:25][cH:26]1)(=[O:27])[c:28]1[cH:29][cH:30][cH:31][cH:32][cH:33]1.[C:42]([Cl:43])([Cl:44])([Cl:45])[Cl:46].[CH3:1][c:2]1[cH:3][cH:4][cH:5][c:6]2[c:7]([C:12](=[O:13])[O:14][CH3:15])[cH:8][n:9][n:10][c:11]12.[W:47]>>[CH2:1]([c:2]1[cH:3][cH:4][cH:5][c:6]2[c:7]([C:12](=[O:13])[O:14][CH3:15])[cH:8][n:9][n:10][c:11]12)[Cl:43]. Reactants: ClC1=NC=C(C=C1Cl)C(F)(F)F (2,3-dichloro-5-(trifluoromethyl)pyridine), CN1N=CC2=CC(=CC=C12)CNS(=O)(=O)C1=CC=C(C(=O)OC)C=C1 (Methyl 4-(N-((1-methyl-1H-indazol-5-yl)methyl)sulfamoyl)benzoate). Yields the product ClC=1C(=NC=C(C1)C(F)(F)F)N(S(=O)(=O)C1=CC=C(C(=O)OC)C=C1)CC=1C=C2C=NN(C2=CC1)C (Methyl 4-(N-(3-chloro-5-(trifluoromethyl)pyridin-2-yl)-N-((1-methyl-1H-indazol-5-yl)methyl)sulfamoyl)benzoate). RXN SMILES: Cl[C:2]1[C:7]([Cl:8])=[CH:6][C:5]([C:9]([F:12])([F:11])[F:10])=[CH:4][N:3]=1.[CH3:13][N:14]1[C:22]2[C:17](=[CH:18][C:19]([CH2:23][NH:24][S:25]([C:28]3[CH:37]=[CH:36][C:31]([C:32]([O:34][CH3:35])=[O:33])=[CH:30][CH:29]=3)(=[O:27])=[O:26])=[CH:20][CH:21]=2)[CH:16]=[N:15]1>>[Cl:8][C:7]1[C:2]([N:24]([CH2:23][C:19]2[CH:18]=[C:17]3[C:22](=[CH:21][CH:20]=2)[N:14]([CH3:13])[N:15]=[CH:16]3)[S:25]([C:28]2[CH:29]=[CH:30][C:31]([C:32]([O:34][CH3:35])=[O:33])=[CH:36][CH:37]=2)(=[O:27])=[O:26])=[N:3][CH:4]=[C:5]([C:9]([F:12])([F:11])[F:10])[CH:6]=1. Procedure: The titled compound was prepared according to the procedure described in step-2 of Example 1 from 2,3-dichloro-5-(trifluoromethyl)pyridine and methyl 4-(N-((1-methyl-1H-indazol-5-yl)methyl)sulfamoyl)benzoate (step-1 of Example 3).